Dataset: the Open Reaction Database (ORD), a public repository of structured organic reaction records. Task: describe an organic reaction: reactants, conditions, products, and yield The reactants are [N+](=O)([O-])C=1C=C2CC(CC2=CC1)CC(=O)O ((5-nitro-indan-2-yl)-acetic acid), C(C)O (ethanol), S(O)(O)(=O)=O (sulfuric acid), C([O-])(O)=O.[Na+] (sodium bicarbonate). The reagents and catalysts are S(O)(O)(=O)=O (sulfuric acid). Yields the product NC=1C=C2CC(CC2=CC1)CC(=O)OCC (Ethyl (5-amino-indan-2-yl)-acetate). RXN SMILES: [N+:1]([C:4]1[CH:5]=[C:6]2[C:10](=[CH:11][CH:12]=1)[CH2:9][CH:8]([CH2:13][C:14]([OH:16])=[O:15])[CH2:7]2)([O-])=O.C(=O)(O)[O-].[Na+].S(=O)(=O)(O)O.[CH2:27](O)[CH3:28]>S(=O)(=O)(O)O>[NH2:1][C:4]1[CH:5]=[C:6]2[C:10](=[CH:11][CH:12]=1)[CH2:9][CH:8]([CH2:13][C:14]([O:16][CH2:27][CH3:28])=[O:15])[CH2:7]2 |f:1.2|. Procedure details: A solution of (5-nitro-indan-2-yl)-acetic acid [2.22 g, Reference Example 9(a)] in ethanol (100 ml) containing sulfuric acid (5 drops) was refluxed for 4 hours, after which HPLC showed only a trace of free acid remaining. The mixture was treated with solid sodium bicarbonate to neutralise the sulfuric acid and then filtered. The filtrate was placed under a nitrogen atmosphere then 10% palladium on carbon (0.14 g) was added. The mixture was stirred rapidly and hydrogen was bubbled through the sol... Starting materials: C(C(=O)O)(=O)O (oxalic acid), CCO (EtOH), ClCCCOC1=C2C=CNC2=CC=C1 (4-(3-chloropropoxy)-1H-indole), ClC=1C=C(C=CC1Cl)C1=CC2CCC(C1)N2 (3-(3,4-dichloro-phenyl)-8-aza-bicyclo[3.2.1]oct-2-ene). Yields the product ClC=1C=C(C=CC1Cl)C1=CC2CCC(C1)N2CCCON2C=CC1=CC=CC=C21 (3-[3-(3,4-Dichlorophenyl)-8-azabicyclo[3.2.1]oct-2-en-8-yl]propoxy-1H-indole), off-white solid. Yield: 22.0%. As a reaction SMILES: ClCCCO[C:6]1[CH:14]=[CH:13][CH:12]=[C:11]2[C:7]=1[CH:8]=[CH:9][NH:10]2.[Cl:15][C:16]1[CH:17]=[C:18]([C:23]2[CH2:29][CH:28]3[NH:30][CH:25]([CH2:26][CH2:27]3)[CH:24]=2)[CH:19]=[CH:20][C:21]=1[Cl:22].[C:31]([OH:36])(=O)[C:32](O)=O.[CH3:37]CO>>[Cl:15][C:16]1[CH:17]=[C:18]([C:23]2[CH2:24][CH:25]3[N:30]([CH2:37][CH2:32][CH2:31][O:36][N:10]4[C:11]5[C:7](=[CH:6][CH:14]=[CH:13][CH:12]=5)[CH:8]=[CH:9]4)[CH:28]([CH2:27][CH2:26]3)[CH:29]=2)[CH:19]=[CH:20][C:21]=1[Cl:22]. Reported procedure: The title compound is prepared according to the procedure of Example 2, Step 3, except that 4-(3-chloropropoxy)-1H-indole is used in place of 4-(2-chloro-ethoxy)-1H-indole and 3-(3,4-dichloro-phenyl)-8-aza-bicyclo[3.2.1]oct-2-ene is used in place of 3-(8-aza-bicyclo[3.2.1]oct-2-en-3-yl)-1H-indole. The corresponding oxalate salt is prepared by treating the title compound with 1 equiv. of oxalic acid in EtOH. Yield: 22% of an off-white solid. mp: 150-153° C.; MS (ES) m/z: 427.2 (MH)+.